Dataset: the Open Reaction Database (ORD), a public repository of structured organic reaction records. Task: describe an organic reaction: reactants, conditions, products, and yield The reactants are BrBr, CC(=O)O, Nc1ccc([N+](=O)[O-])cc1F, [Na+], O=C([O-])O. As a reaction SMILES: [Br:12][Br:13].[C:19]([OH:20])(=[O:21])[CH3:22].[F:1][c:2]1[c:3]([NH2:11])[cH:4][cH:5][c:6]([N+:8](=[O:9])[O-:10])[cH:7]1.[Na+:18].[O-:14][C:15]([OH:16])=[O:17]>>[F:1][c:2]1[c:3]([NH2:11])[c:4]([Br:12])[cH:5][c:6]([N+:8](=[O:9])[O-:10])[cH:7]1. Yields the product Nc1c(F)cc([N+](=O)[O-])cc1Br. Product: ClC=1C=C(CN2C(C=3N(C=C2)C=C(C(C3O)=O)CC(=O)OC)=O)C=CC1 (methyl [2-(3-chlorobenzyl)-9-hydroxy-1,8-dioxo-1,8-dihydro-2H-pyrido[1,2-a]pyrazin-7-yl]acetate). Starting materials: C(C1=CC=CC=C1)OC=1C(C(=CN(C1C(NCC1=CC(=CC=C1)Cl)=O)CC(OC)OC)CC(=O)OC)=O (Methyl [5-benzyloxy-6-(3-chlorobenzylcarbamoyl)-1-(2,2-dimethoxyethyl)-4-oxo-1,4-dihydropyridin-3-yl]acetate). Conditions: temperature 70 celsius, time 4 hour. Yield: 80.0%. Procedure: Methyl [5-benzyloxy-6-(3-chlorobenzylcarbamoyl)-1-(2,2-dimethoxyethyl)-4-oxo-1,4-dihydropyridin-3-yl]acetate (30 mg) was dissolved in trifluoroacetic acid (1 ml) and the mixture was stirred at 70° C. for 4 hr. The mixture was cooled and concentrated. Toluene was added to the residue and the mixture was concentrated again, which operations were performed twice. Crystallization from ethyl acetate-diisopropyl ether gave methyl [2-(3-chlorobenzyl)-9-hydroxy-1,8-dioxo-1,8-dihydro-2H-pyrido[1,2-a]pyra... Solvent: FC(C(=O)O)(F)F (trifluoroacetic acid). As a reaction SMILES: C([O:8][C:9]1[C:10](=[O:37])[C:11]([CH2:32][C:33]([O:35][CH3:36])=[O:34])=[CH:12][N:13]([CH2:26][CH:27](OC)OC)[C:14]=1[C:15](=[O:25])[NH:16][CH2:17][C:18]1[CH:23]=[CH:22][CH:21]=[C:20]([Cl:24])[CH:19]=1)C1C=CC=CC=1>FC(F)(F)C(O)=O>[Cl:24][C:20]1[CH:19]=[C:18]([CH:23]=[CH:22][CH:21]=1)[CH2:17][N:16]1[CH:27]=[CH:26][N:13]2[CH:12]=[C:11]([CH2:32][C:33]([O:35][CH3:36])=[O:34])[C:10](=[O:37])[C:9]([OH:8])=[C:14]2[C:15]1=[O:25]. Starting materials: BrN1C(CCC1=O)=O (N-Bromosuccinimide), CC=1C=C(CNC(=O)C2=CN(C(=C(C2=O)C2=CC(=CC=C2)C(F)(F)F)C)C(C)C)C=CC1SC (1-Isopropyl-6-methyl-4-oxo-5-(3-trifluoromethyl-phenyl)-1,4-dihydro-pyridine-3-carboxylic acid 3-methyl-4-methylsulfanyl-benzylamide), N#CN (cyanamide), CC(C)([O-])C.[K+] (potassium tert-butoxide), S(=S)(=O)([O-])[O-].[Na+].[Na+] (sodium thiosulfate). Solvent: CO (methanol). The product is CC=1C=C(CNC(=O)C2=CN(C(=C(C2=O)C2=CC(=CC=C2)C(F)(F)F)C)C(C)C)C=CC1S(=NC#N)C (1-Isopropyl-6-methyl-4-oxo-5-(3-trifluoromethyl-phenyl)-1,4-dihydro-pyridine-3-carboxylic acid 3-methyl-4-(N-cyano-S-methylsulfinimidoyl)-benzylamide). RXN SMILES: BrN1C(=O)CCC1=O.[CH3:9][C:10]1[CH:11]=[C:12]([CH:38]=[CH:39][C:40]=1[S:41][CH3:42])[CH2:13][NH:14][C:15]([C:17]1[C:22](=[O:23])[C:21]([C:24]2[CH:29]=[CH:28][CH:27]=[C:26]([C:30]([F:33])([F:32])[F:31])[CH:25]=2)=[C:20]([CH3:34])[N:19]([CH:35]([CH3:37])[CH3:36])[CH:18]=1)=[O:16].[N:43]#[C:44][NH2:45].CC(C)([O-])C.[K+].S([O-])([O-])(=O)=S.[Na+].[Na+]>CO>[CH3:9][C:10]1[CH:11]=[C:12]([CH:38]=[CH:39][C:40]=1[S:41]([CH3:42])=[N:45][C:44]#[N:43])[CH2:13][NH:14][C:15]([C:17]1[C:22](=[O:23])[C:21]([C:24]2[CH:29]=[CH:28][CH:27]=[C:26]([C:30]([F:33])([F:32])[F:31])[CH:25]=2)=[C:20]([CH3:34])[N:19]([CH:35]([CH3:37])[CH3:36])[CH:18]=1)=[O:16] |f:3.4,5.6.7|. Procedure details: N-Bromosuccinimide (63 mg, 0.35 mmol) is added to a mixture of 1-isopropyl-6-methyl-4-oxo-5-(3-trifluoromethyl-phenyl)-1,4-dihydro-pyridine-3-carboxylic acid 3-methyl-4-methylsulfanyl-benzylamide (preparation 66c, 115 mg, 0.24 mmol), cyanamide (14 mg, 0.33 mmol) and potassium tert-butoxide (32 mg, 0.29 mmol) in methanol (1.1 mL). After 20 min saturated aqueous sodium thiosulfate solution is added, and the mixture is extracted twice with dichloromethane. The combined organic layers is dried over ...